This data is from the Open Reaction Database (ORD), a public repository of structured organic reaction records. The task is: describe an organic reaction: reactants, conditions, products, and yield The reactants are NC=1N=C(C2=C(N1)C1=C(CCC2)N(N=C1)C1=CC=CC=C1)N1C[C@@H](CC1)N(C(OC(C)(C)C)=O)C (tert-butyl (3R)-1-(2-amino-8-phenyl-5,6,7,8-tetrahydropyrazolo[3′,4′:6,7]cyclohepta[1,2-d]pyrimidin-4-yl)pyrrolidin-3-yl(methyl)carbamate), FC(C(=O)O)(F)F (trifluoroacetic acid). As a reaction SMILES: [NH2:1][C:2]1[N:3]=[C:4]([N:22]2[CH2:26][CH2:25][C@@H:24]([N:27](C)[C:28](=O)OC(C)(C)C)[CH2:23]2)[C:5]2[CH2:12][CH2:11][CH2:10][C:9]3[N:13]([C:16]4[CH:21]=[CH:20][CH:19]=[CH:18][CH:17]=4)[N:14]=[CH:15][C:8]=3[C:6]=2[N:7]=1.[F:36][C:37]([F:42])([F:41])[C:38]([OH:40])=[O:39]>ClCCl>[F:36][C:37]([F:42])([F:41])[C:38]([OH:40])=[O:39].[CH3:28][NH:27][C@@H:24]1[CH2:25][CH2:26][N:22]([C:4]2[C:5]3[CH2:12][CH2:11][CH2:10][C:9]4[N:13]([C:16]5[CH:17]=[CH:18][CH:19]=[CH:20][CH:21]=5)[N:14]=[CH:15][C:8]=4[C:6]=3[N:7]=[C:2]([NH2:1])[N:3]=2)[CH2:23]1 |f:3.4|. Procedure details: The product from Example 11E (5 mg) was dissolved in dichloromethane (0.5 ml) and treated with trifluoroacetic acid (0.5 mL) for 1 hour at ambient temperature. The reaction mixture was concentrated and triturated with ether to yield the title compound: 1H NMR (300 MHz, DMSO-d6) δ 8.66 (s, 1 H), 8.16 (s, 1 H), 7.59 (m, 5 H), 3.84 (m, 2 H), 2.91 (t, J=6.78 Hz, 2 H), 2.67 (m, 4H), 2.45 (s, 3H), 2.27 (m, 2 H), 2.14 (m, 3 H); MS (ESI+) m/z 376 (M+H)+. The solvent is ClCCl (dichloromethane). Yields the product FC(C(=O)O)(F)F.CN[C@H]1CN(CC1)C=1C2=C(N=C(N1)N)C1=C(CCC2)N(N=C1)C1=CC=CC=C1 (4-[(3R)-3-(methylamino)pyrrolidin-1-yl]-8-phenyl-5,6,7,8-tetrahydropyrazolo[3′,4′:6,7]cyclohepta[1,2-d]pyrimidin-2-amine trifluoroacetate). Reactants: [Li]CCCC, CCCCCC, CC(=O)O, CN(C)C=O, CC(C)[N-]C(C)C, CC(C)NC(C)C, N#Cc1ccc(F)cc1C(F)(F)F, [Li+], C1CCOC1. Yields the product N#Cc1cc(C=O)c(F)cc1C(F)(F)F. Reaction SMILES: [CH2:8]([Li:9])[CH2:10][CH2:11][CH3:12].[CH3:39][CH2:40][CH2:41][CH2:42][CH2:43][CH3:44].[CH3:45][C:46](=[O:47])[OH:48].[CH3:49][N:50]([CH3:51])[CH:52]=[O:53].[CH:13]([N-:14][CH:15]([CH3:16])[CH3:17])([CH3:18])[CH3:19].[CH:1]([NH:2][CH:3]([CH3:4])[CH3:5])([CH3:6])[CH3:7].[F:21][c:22]1[cH:23][c:24]([C:30]([F:31])([F:32])[F:33])[c:25]([C:26]#[N:27])[cH:28][cH:29]1.[Li+:20].[O:34]1[CH2:35][CH2:38][CH2:37][CH2:36]1>>[F:21][c:22]1[cH:23][c:24]([C:30]([F:31])([F:32])[F:33])[c:25]([C:26]#[N:27])[cH:28][c:29]1[CH:35]=[O:34]. Reactants: [OH-].[Na+] (Sodium hydroxide), Cl (hydrogen chloride), ClC1=C(C=CC(=C1)F)C1N(CCC(C1)C(CC(=O)OCC)=O)C(=O)OC (Methyl 2-(2-chloro-4-fluorophenyl)-4-(3-ethoxy-3-oxopropanoyl)piperidine-1-carboxylate), NO (Hydroxylamine). Run in O (water), O (Water), C(Cl)Cl (DCM), CO (MeOH). Conditions: temperature -40 celsius, time 15 minute. The product is ClC1=C(C=CC(=C1)F)C1N(CCC(C1)C1=CC(NO1)=O)C(=O)OC (Methyl 2-(2-chloro-4-fluorophenyl)-4-(3-oxo-2,3-dihydroisoxazol-5-yl)piperidine-1-carboxylate). Yield: 65.4%. As a reaction SMILES: [Cl:1][C:2]1[CH:7]=[C:6]([F:8])[CH:5]=[CH:4][C:3]=1[CH:9]1[CH2:14][CH:13]([C:15](=[O:22])[CH2:16][C:17](OCC)=[O:18])[CH2:12][CH2:11][N:10]1[C:23]([O:25][CH3:26])=[O:24].[OH-].[Na+].[NH2:29]O.Cl>CO.O.C(Cl)Cl>[Cl:1][C:2]1[CH:7]=[C:6]([F:8])[CH:5]=[CH:4][C:3]=1[CH:9]1[CH2:14][CH:13]([C:15]2[O:22][NH:29][C:17](=[O:18])[CH:16]=2)[CH2:12][CH2:11][N:10]1[C:23]([O:25][CH3:26])=[O:24] |f:1.2|. Procedure: Methyl 2-(2-chloro-4-fluorophenyl)-4-(3-ethoxy-3-oxopropanoyl)piperidine-1-carboxylate (1.655 g, 4.29 mmol) was dissolved in MeOH (22 mL) and cooled to −40° C. under nitrogen. Sodium hydroxide (0.180 g, 4.50 mmol) dissolved in water (2.200 mL) was added and the mixture was stirred at −40° C. for 15 min. Hydroxylamine (50% by weight in water, 0.276 mL, 4.50 mmol) was added. The resulting solution was stirred at −40° C. for 1 h. The mixture was then transferred with a pipette into a prewarmed (80°... Starting materials: Cc1nccn1-c1ccc(Nc2nc3c(c(C(C)c4ccccc4)n2)CN(C(=O)OC(C)(C)C)CC3)cc1, CO, Cl. Product: Cc1nccn1-c1ccc(Nc2nc3c(c(C(C)c4ccccc4)n2)CNCC3)cc1. As a reaction SMILES: [CH3:1][c:2]1[n:3](-[c:7]2[cH:8][cH:9][c:10]([NH:13][c:14]3[n:15][c:16]([CH:31]([CH3:32])[c:33]4[cH:34][cH:35][cH:36][cH:37][cH:38]4)[c:17]4[c:18]([n:19]3)[CH2:20][CH2:21][N:22]([C:24]([O:25][C:26]([CH3:27])([CH3:28])[CH3:29])=[O:30])[CH2:23]4)[cH:11][cH:12]2)[cH:4][cH:5][n:6]1.[CH3:40][OH:41].[ClH:39]>>[CH3:1][c:2]1[n:3](-[c:7]2[cH:8][cH:9][c:10]([NH:13][c:14]3[n:15][c:16]([CH:31]([CH3:32])[c:33]4[cH:34][cH:35][cH:36][cH:37][cH:38]4)[c:17]4[c:18]([n:19]3)[CH2:20][CH2:21][NH:22][CH2:23]4)[cH:11][cH:12]2)[cH:4][cH:5][n:6]1. The reactants are NC1=CC=CC2=CC=C(C=C12)OC (1-amino-7-methoxynaphthalene), C(=O)(N1C=NC=C1)N1C=NC=C1 (carbonyldiimidazole), C(C1=CC=CC=C1)N(CC(=O)O)CC(=O)O (N-benzyliminodiacetic acid), C(=O)=O (CO2). The solvent is O1CCCC1 (tetrahydrofuran), O1CCCC1 (tetrahydrofuran), C(C)O (ethanol). The product is COC1=CC=C2C=CC=C(C2=C1)N1C(CN(CC1=O)CC1=CC=CC=C1)=O (1-(7-Methoxy-1-naphthyl)-4-benzyl-2,6-piperazinedione). Yield: 82.0%. As a reaction SMILES: C(N1C=CN=C1)(N1C=CN=C1)=O.[CH2:13]([N:20]([CH2:25][C:26]([OH:28])=O)[CH2:21][C:22]([OH:24])=O)[C:14]1[CH:19]=[CH:18][CH:17]=[CH:16][CH:15]=1.C(=O)=O.[NH2:32][C:33]1[C:42]2[C:37](=[CH:38][CH:39]=[C:40]([O:43][CH3:44])[CH:41]=2)[CH:36]=[CH:35][CH:34]=1>O1CCCC1.C(O)C>[CH3:44][O:43][C:40]1[CH:41]=[C:42]2[C:37]([CH:36]=[CH:35][CH:34]=[C:33]2[N:32]2[C:22](=[O:24])[CH2:21][N:20]([CH2:13][C:14]3[CH:15]=[CH:16][CH:17]=[CH:18][CH:19]=3)[CH2:25][C:26]2=[O:28])=[CH:38][CH:39]=1. Procedure: 126 mmol (2.2 equivalents) of carbonyldiimidazole are added to a suspension containing 58 mmol (1 equivalent) of N-benzyliminodiacetic acid in 200 ml of anhydrous tetrahydrofuran. The mixture is brought to reflux until the evolution of CO2 has ceased. A solution containing 58 mmol (1 equivalent) of 1-amino-7-methoxynaphthalene in 40 ml of anhydrous tetrahydrofuran is then added to the above mixture. The resulting mixture is brought to reflux for 20 hours, the solvent is evaporated off and the re... Reactants: C([O-])([O-])=O.[K+].[K+] (Potassium carbonate), [I-].[Na+] (sodium iodide), N1C(=NC2=C1C=CC=C2)CN2C(C1=C(C=C2)OC(=C1)C)=O (5-(1H-benzimidazol-2-ylmethyl)-2-methyl-5H-furo[3,2-c]pyridine-4-one), ClCCOC1=CC2=C(N(C(C(C(N2C)=O)(C)C)=O)CC)C=C1 (7-(2-chloroethoxy)-1-ethyl-3,3,5-trimethyl-1,5-dihydrobenzo[b][1,4]diazepine-2,4-dione). Solvent: CN(C)C=O (DMF). Reaction conditions: temperature 65 celsius, time 8 hour. The product is C(C)N1C2=C(N(C(C(C1=O)(C)C)=O)C)C=C(C=C2)OCCN2C(=NC1=C2C=CC=C1)CN1C(C2=C(C=C1)OC(=C2)C)=O (1-ethyl-3,3,5-trimethyl-7-{2-[2-(2-methyl-4-oxo-4H-furo[3,2-c]pyridin-5-ylmethyl)benzimidazol-1-yl]ethoxy}-1,5-dihydrobenzo[b][1,4]diazepine-2,4-dione). Yield: 55.5%. RXN SMILES: C(=O)([O-])[O-].[K+].[K+].[I-].[Na+].[NH:9]1[C:13]2[CH:14]=[CH:15][CH:16]=[CH:17][C:12]=2[N:11]=[C:10]1[CH2:18][N:19]1[CH:24]=[CH:23][C:22]2[O:25][C:26]([CH3:28])=[CH:27][C:21]=2[C:20]1=[O:29].Cl[CH2:31][CH2:32][O:33][C:34]1[CH:51]=[CH:50][C:37]2[N:38]([CH2:48][CH3:49])[C:39](=[O:47])[C:40]([CH3:46])([CH3:45])[C:41](=[O:44])[N:42]([CH3:43])[C:36]=2[CH:35]=1>CN(C=O)C>[CH2:48]([N:38]1[C:39](=[O:47])[C:40]([CH3:46])([CH3:45])[C:41](=[O:44])[N:42]([CH3:43])[C:36]2[CH:35]=[C:34]([O:33][CH2:32][CH2:31][N:9]3[C:13]4[CH:14]=[CH:15][CH:16]=[CH:17][C:12]=4[N:11]=[C:10]3[CH2:18][N:19]3[CH:24]=[CH:23][C:22]4[O:25][C:26]([CH3:28])=[CH:27][C:21]=4[C:20]3=[O:29])[CH:51]=[CH:50][C:37]1=2)[CH3:49] |f:0.1.2,3.4|. Reported procedure: Potassium carbonate(0.58 g), sodium iodide(0.21 g), and 5-(1H-benzimidazol-2-ylmethyl)-2-methyl-5H-furo[3,2-c]pyridine-4-one(0.39 g) were added to a DMF solution(30 ml) of 7-(2-chloroethoxy)-1-ethyl-3,3,5-trimethyl-1,5-dihydrobenzo[b][1,4]diazepine-2,4-dione(0.47 g). The mixture was stirred at 65° C. overnight. The mixture was further stirred at 100° C. overnight. After the reaction mixture was condensed under reduced pressure, the residue was purified by silica gel column chromatography (ethyl ...